This data is from the Open Reaction Database (ORD), a public repository of structured organic reaction records. The task is: describe an organic reaction: reactants, conditions, products, and yield As a reaction SMILES: [CH3:20][OH:21].[CH:1](=[O:2])[N:3]1[CH2:4][CH2:5][N:6]([CH2:9][CH2:10][S:11][CH2:12][c:13]2[s:14][cH:15][cH:16][cH:17]2)[CH2:7][CH2:8]1.[Na+:19].[OH-:18].[OH2:22]>>[NH:3]1[CH2:4][CH2:5][N:6]([CH2:9][CH2:10][S:11][CH2:12][c:13]2[s:14][cH:15][cH:16][cH:17]2)[CH2:7][CH2:8]1. The product is c1csc(CSCCN2CCNCC2)c1. Starting materials: CO, O=CN1CCN(CCSCc2cccs2)CC1, [Na+], [OH-], O. The reactants are N1=C(C=NC2=CC=CC=C12)C=1C=C(C=CC1)N ((3-quinoxalin-2-ylphenyl)amine), C(C)(C)N(CC)C(C)C (diisopropylethylamine), C(C=C)(=O)Cl (acryloyl chloride). Run in C(C)(=O)OCC (ethyl acetate), C1CCOC1 (THF). Reaction conditions: time 24 hour. Product: N1=C(C=NC2=CC=CC=C12)C=1C=C(C=CC1)NC(C=C)=O (N-(3-(quinoxalin-2-yl)phenyl)acrylamide). The yield is 87.6%. As a reaction SMILES: [N:1]1[C:10]2[C:5](=[CH:6][CH:7]=[CH:8][CH:9]=2)[N:4]=[CH:3][C:2]=1[C:11]1[CH:12]=[C:13]([NH2:17])[CH:14]=[CH:15][CH:16]=1.C(N(C(C)C)CC)(C)C.[C:27](Cl)(=[O:30])[CH:28]=[CH2:29]>C1COCC1.C(OCC)(=O)C>[N:1]1[C:10]2[C:5](=[CH:6][CH:7]=[CH:8][CH:9]=2)[N:4]=[CH:3][C:2]=1[C:11]1[CH:12]=[C:13]([NH:17][C:27](=[O:30])[CH:28]=[CH2:29])[CH:14]=[CH:15][CH:16]=1. Procedure: To a solution of (3-quinoxalin-2-ylphenyl)amine (100 mg, 0.452 mmol) and diisopropylethylamine (DIEA, 90 μL, 0.542 mmol) in THF (5 mL), acryloyl chloride (41 μL, 0.497 mmol) was added at room temperature and the reaction mixture was stirred for 24 hrs. Upon diluted with ethyl acetate (25 mL), the organic phase was washed with water (25 mL), dried over MgSO4, filtered and the solvent evaporated in vacuo to afford N-(3-(quinoxalin-2-yl)phenyl)acrylamide (109 mg, 87% yield). LCMS calculated for C17... Starting materials: Cl.NC=1C=C(C(NCC(=O)O)=O)C=C(C1)C(F)(F)F (3-amino-5-trifluoromethylhippuric acid hydrochloride), C(=O)(OC(C)(C)C)N1C(=NCC1)SC (N-BOC-2-methylthio-2-imidazoline), [N+](=O)([O-])C=1C=C(C(=O)O)C=C(C1)C(F)(F)F (3-nitro-5-trifluoromethylbenzoic acid), S(=O)(Cl)Cl (thionyl chloride), [N+](=O)([O-])C=1C=C(C(=O)Cl)C=CC1 (M-nitrobenzoyl chloride). The solvent is CC#N (CH3CN). Conditions: temperature 35 celsius, time 3 day. Yields the product N1C(=NCC1)NC=1C=C(C(NCC(=O)O)=O)C=C(C1)C(F)(F)F (3-(4,5-dihydro-1H-imidazol-2-yl)amino-5-trifluoromethylhippuric acid). RXN SMILES: Cl.[NH2:2][C:3]1[CH:4]=[C:5]([CH:13]=[C:14]([C:16]([F:19])([F:18])[F:17])[CH:15]=1)[C:6](=[O:12])[NH:7][CH2:8][C:9]([OH:11])=[O:10].[N+](C1C=C(C=C(C(F)(F)F)C=1)C(O)=O)([O-])=O.S(Cl)(Cl)=O.[N+](C1C=C(C=CC=1)C(Cl)=O)([O-])=O.C([N:59]1[CH2:63][CH2:62][N:61]=[C:60]1SC)(OC(C)(C)C)=O>CC#N>[NH:61]1[CH2:62][CH2:63][N:59]=[C:60]1[NH:2][C:3]1[CH:4]=[C:5]([CH:13]=[C:14]([C:16]([F:17])([F:18])[F:19])[CH:15]=1)[C:6](=[O:12])[NH:7][CH2:8][C:9]([OH:11])=[O:10] |f:0.1|. Procedure: To 3-amino-5-trifluoromethylhippuric acid hydrochloride [prepared according to Example M, Steps A and B substituting 3-nitro-5-trifluoromethylbenzoyl chloride (prepared from 3-nitro-5-trifluoromethylbenzoic acid (Lancaster) and thionyl chloride for M-nitrobenzoyl chloride in Example M, Step A] (3 g, 0.01 mole) in CH3CN (5 mL) was added the product from Example 472, Step A (2.2 g, 0.01 mole). The reaction was stirred at 35° C. for 3 days then at reflux for 4 hours. After cooling, the CH3CN was de... Starting materials: C1(=CC=CC=C1)C(C1=CC=CC=C1)(C1=CC=CC=C1)S (triphenylmethyl mercaptan), [H-].[Na+] (sodium hydride), C(C)(C)(C)C([C@H]1C(N[C@@H]1S(=O)(=O)C)=O)O[SiH](C)C ((3S,4R)-3-(tert.-butyldimethylsilyloxymethyl)-4-methylsulphonylazetidin-2-one). Run in CO (methanol), CC(=O)C (acetone), O (water). Run at time 1 hour. Yields the product C(C)(C)(C)C([C@H]1C(N[C@@H]1SC(C1=CC=CC=C1)(C1=CC=CC=C1)C1=CC=CC=C1)=O)O[SiH](C)C ((3S,4R)-3-(tert.-butyldimethylsilyloxymethyl)-4-triphenylmethylthio-azetidin-2-one). As a reaction SMILES: [C:1]1([C:7]([SH:20])([C:14]2[CH:19]=[CH:18][CH:17]=[CH:16][CH:15]=2)[C:8]2[CH:13]=[CH:12][CH:11]=[CH:10][CH:9]=2)[CH:6]=[CH:5][CH:4]=[CH:3][CH:2]=1.[H-].[Na+].[C:23]([CH:27]([O:37][SiH:38]([CH3:40])[CH3:39])[C@@H:28]1[C@@H:31](S(C)(=O)=O)[NH:30][C:29]1=[O:36])([CH3:26])([CH3:25])[CH3:24]>CO.CC(C)=O.O>[C:23]([CH:27]([O:37][SiH:38]([CH3:40])[CH3:39])[C@@H:28]1[C@@H:31]([S:20][C:7]([C:8]2[CH:13]=[CH:12][CH:11]=[CH:10][CH:9]=2)([C:14]2[CH:15]=[CH:16][CH:17]=[CH:18][CH:19]=2)[C:1]2[CH:6]=[CH:5][CH:4]=[CH:3][CH:2]=2)[NH:30][C:29]1=[O:36])([CH3:26])([CH3:24])[CH3:25] |f:1.2|. Procedure: At 0°, 12.5 g of triphenylmethyl mercaptan are suspended in 70 ml of methanol and there is added in portions, over a period of 10 minutes, a total of 2.2 g of a 55% sodium hydride suspension in oil. There is then added dropwise, over a period of 30 minutes, an emulsion of 11.1 g of (3S,4R)-3-(tert.-butyldimethylsilyloxymethyl)-4-methylsulphonylazetidin-2-one (European Patent Application No. 82113) in 70 ml of acetone and 70 ml of water. After being stirred for 30 minutes at 0° and for 1 hour at ... The reactants are [Al+3], C1CCOC1, CC(C)=CCCC(C)CC=O, [H-], [H-], [H-], [H-], [Li+]. Yields the product CC(C)=CCCC(C)CCO. RXN SMILES: [Al+3:2].[CH2:18]1[O:19][CH2:20][CH2:21][CH2:22]1.[CH3:7][C:8]([CH3:9])=[CH:10][CH2:11][CH2:12][CH:13]([CH3:14])[CH2:15][CH:16]=[O:17].[H-:1].[H-:4].[H-:5].[H-:6].[Li+:3]>>[CH3:7][C:8]([CH3:9])=[CH:10][CH2:11][CH2:12][CH:13]([CH3:14])[CH2:15][CH2:16][OH:17]. Starting materials: O=C([O-])[O-], CCOC(C)=O, CCS(=O)(=O)c1ccc(NC(=O)C(C)(O)C(F)(F)F)c(Cl)c1F, [K+], [K+], CN(C)C=O, Oc1ccccc1. Yields the product CCS(=O)(=O)c1ccc(NC(=O)C(C)(O)C(F)(F)F)c(Cl)c1Oc1ccccc1. Reaction SMILES: [C:31](=[O:32])([O-:33])[O-:34].[CH3:37][CH2:38][O:39][C:40]([CH3:41])=[O:42].[Cl:1][c:2]1[c:3]([NH:14][C:15]([C:16]([C:17]([F:18])([F:19])[F:20])([CH3:21])[OH:22])=[O:23])[cH:4][cH:5][c:6]([S:9](=[O:10])(=[O:11])[CH2:12][CH3:13])[c:7]1[F:8].[K+:35].[K+:36].[O:43]=[CH:44][N:45]([CH3:46])[CH3:47].[OH:24][c:25]1[cH:26][cH:27][cH:28][cH:29][cH:30]1>>[Cl:1][c:2]1[c:3]([NH:14][C:15]([C:16]([C:17]([F:18])([F:19])[F:20])([CH3:21])[OH:22])=[O:23])[cH:4][cH:5][c:6]([S:9](=[O:10])(=[O:11])[CH2:12][CH3:13])[c:7]1[O:24][c:25]1[cH:26][cH:27][cH:28][cH:29][cH:30]1. Starting materials: C(=O)N1C(C(C1=O)NC(COC1=CC=CC=C1)=O)SC(C)(C)OC(C)=O (1-formyl-2-(2-acetyloxy-2-propyl-mercapto)-3-(N-phenyloxyacetyl-amino)-azetidin-4-one), tristriphenyl-phosphine rhodium chloride. Run in C1=CC=CC=C1 (benzene). Run at time 3 hour. Yields the product C(=O)N1C(C(C1=O)NC(COC1=CC=CC=C1)=O)SC(=C)C (1-formyl-2-isopropenylmercapto-3-(N-phenyloxyacetyl-amino)-azetidin-4-one). Reaction SMILES: [CH:1]([N:3]1[C:6](=[O:7])[CH:5]([NH:8][C:9](=[O:18])[CH2:10][O:11][C:12]2[CH:17]=[CH:16][CH:15]=[CH:14][CH:13]=2)[CH:4]1[S:19][C:20](OC(=O)C)([CH3:22])[CH3:21])=[O:2]>C1C=CC=CC=1>[CH:1]([N:3]1[C:6](=[O:7])[CH:5]([NH:8][C:9](=[O:18])[CH2:10][O:11][C:12]2[CH:13]=[CH:14][CH:15]=[CH:16][CH:17]=2)[CH:4]1[S:19][C:20]([CH3:22])=[CH2:21])=[O:2]. Reported procedure: A solution of 0.051 g of 1-formyl-2-(2-acetyloxy-2-propyl-mercapto)-3-(N-phenyloxyacetyl-amino)-azetidin-4-one in 3 ml of anydrous benzene is treated with 0.13 g of tristriphenyl-phosphine-rhodium chloride and boiled for 3 hours under reflux. The initially red solution turns brown, with a small quantity of a precipitate forming. After cooling, the precipitate is filtered off and the filtrate is evaporated under reduced pressure. The residue is chromatographed on 5 g of acid-washed silica gel, wi... Starting materials: Compound 15, O(S(=O)(=O)C(F)(F)F)S(=O)(=O)C(F)(F)F (Tf2O), C1=CC=CC=C1 (benzene), phenyl 2-trifluoromethylthio trifluoromethyl sulfoxide, sulfoxide. Yields the product [O-]S(=O)(=O)C(F)(F)F.FC([S+](C1=C(C=CC=C1)SC(F)(F)F)C1=CC=CC=C1)(F)F (S-(trifluoromethyl)phenyl-2-trifluoromethylthiophenylsulfonium Triflate). Reaction SMILES: [O:1]([S:9]([C:12]([F:15])([F:14])[F:13])(=O)=O)[S:2]([C:5]([F:8])([F:7])[F:6])(=[O:4])=[O:3].[CH:16]1[CH:21]=[CH:20][CH:19]=[CH:18][CH:17]=1>>[O-:4][S:2]([C:5]([F:8])([F:7])[F:6])(=[O:3])=[O:1].[F:6][C:5]([F:8])([F:7])[S+:2]([C:16]1[CH:21]=[CH:20][CH:19]=[CH:18][CH:17]=1)[C:16]1[CH:21]=[CH:20][CH:19]=[CH:18][C:17]=1[S:9][C:12]([F:13])([F:14])[F:15] |f:2.3|. Procedure: S-(trifluoromethyl)phenyl-2-trifluoromethylthiophenylsulfonium triflate (17) was synthesized as shown in FIG. 11. 1,2-Diiodobenzene was converted to phenyl 1,2-bis(trifluoromethyl sulfide) (14) in 84% yield. Compound 14 was oxidized to phenyl 1,2-bis(trifluoromethyl sulfoxide) (15) under reflux. No sulfone was isolated with the only by-product being phenyl 2-trifluoromethylthio trifluoromethyl sulfoxide (16). It is likely that a bulk steric effect hindered further oxidation and the reaction stop... Starting materials: C(C1=CC=CC=C1)OC1=C(C#N)C=C(C=C1)Br (2-(Benzyloxy)-5-bromobenzonitrile), B(OC(C)C)(OC(C)C)OC(C)C (triisopropyl borate), Cl (hydrochloric acid), C(CCC)[Li].CCCCCC (n-butyllithium hexane). Run in C1CCOC1 (THF), C1(=CC=CC=C1)C (toluene). Yields the product C(C1=CC=CC=C1)OC1=C(C=C(C=C1)OB(O)O)C#N ([4-(benzyloxy)-3-cyanophenyl]boric acid). As a reaction SMILES: [CH2:1]([O:8][C:9]1[CH:16]=[CH:15][C:14](Br)=[CH:13][C:10]=1[C:11]#[N:12])[C:2]1[CH:7]=[CH:6][CH:5]=[CH:4][CH:3]=1.[B:18]([O:27]C(C)C)([O:23]C(C)C)[O:19]C(C)C.C([Li])CCC.CCCCCC.Cl>C1COCC1.C1(C)C=CC=CC=1>[CH2:1]([O:8][C:9]1[CH:16]=[CH:15][C:14]([O:19][B:18]([OH:27])[OH:23])=[CH:13][C:10]=1[C:11]#[N:12])[C:2]1[CH:7]=[CH:6][CH:5]=[CH:4][CH:3]=1 |f:2.3|. Procedure details: 2-(Benzyloxy)-5-bromobenzonitrile and triisopropyl borate were dissolved in a mixed solvent of THF and toluene, and at −78° C., an n-butyllithium/hexane solution was dropwise added. This was heated up to room temperature, and 1 M hydrochloric acid was added to the reaction mixture, followed by stirring to obtain [4-(benzyloxy)-3-cyanophenyl]boric acid. ES: 254. Starting materials: C(C)OC(C1=C(C=CC(=C1)SCC(C)=O)C)=O (2-Methyl-5-(2-oxo-propylsulfanyl)-benzoic acid ethyl ester), Cl.ClC=1C(=C(C=CC1)NN)F ((3-chloro-2-fluoro-phenyl) hydrazine hydrochloride). Product: C(C)OC(C1=C(C=CC(=C1)SC1=C(NC2=C(C(=CC=C12)Cl)F)C)C)=O (5-(6-Chloro-7-fluoro-2-methyl-1H-indol-3-ylsulfanyl)-2-methyl-benzoic acid ethyl ester). As a reaction SMILES: [CH2:1]([O:3][C:4](=[O:17])[C:5]1[CH:10]=[C:9]([S:11][CH2:12][C:13](=O)[CH3:14])[CH:8]=[CH:7][C:6]=1[CH3:16])[CH3:2].Cl.[Cl:19][C:20]1[C:21]([F:28])=[C:22]([NH:26]N)[CH:23]=[CH:24][CH:25]=1>>[CH2:1]([O:3][C:4](=[O:17])[C:5]1[CH:10]=[C:9]([S:11][C:12]2[C:23]3[C:22](=[C:21]([F:28])[C:20]([Cl:19])=[CH:25][CH:24]=3)[NH:26][C:13]=2[CH3:14])[CH:8]=[CH:7][C:6]=1[CH3:16])[CH3:2] |f:1.2|. Reported procedure: Prepared according to the procedure described in Example 2, Step 1, using the following starting materials: 2-Methyl-5-(2-oxo-propylsulfanyl)-benzoic acid ethyl ester and (3-chloro-2-fluoro-phenyl) hydrazine hydrochloride.